Dataset: the Open Reaction Database (ORD), a public repository of structured organic reaction records. Task: describe an organic reaction: reactants, conditions, products, and yield Reactants: Cl.NCC=1C=C2C(N(C(C2=CC1)=O)C1C(NC(CC1)=O)=O)=O (5-aminomethyl-2-(2,6-dioxo-piperidin-3-yl)-isoindole-1,3-dione hydrochloride), C(CCCC)(=O)Cl (pentanoyl chloride), CCN(C(C)C)C(C)C (DIPEA). Run in CC#N (MeCN). Conditions: time 1 hour. Yields the product O=C1NC(CCC1N1C(C2=CC=C(C=C2C1=O)CNC(CCCC)=O)=O)=O (pentanoic acid [2-(2,6-dioxo-piperidin-3-yl)-1,3-dioxo-2,3-dihydro-1H-isoindol-5-ylmethyl]-amide). Isolated yield 69.1%. Reaction SMILES: Cl.[NH2:2][CH2:3][C:4]1[CH:5]=[C:6]2[C:10](=[CH:11][CH:12]=1)[C:9](=[O:13])[N:8]([CH:14]1[CH2:19][CH2:18][C:17](=[O:20])[NH:16][C:15]1=[O:21])[C:7]2=[O:22].[C:23](Cl)(=[O:28])[CH2:24][CH2:25][CH2:26][CH3:27].CCN(C(C)C)C(C)C>CC#N>[O:21]=[C:15]1[CH:14]([N:8]2[C:7](=[O:22])[C:6]3[C:10](=[CH:11][CH:12]=[C:4]([CH2:3][NH:2][C:23](=[O:28])[CH2:24][CH2:25][CH2:26][CH3:27])[CH:5]=3)[C:9]2=[O:13])[CH2:19][CH2:18][C:17](=[O:20])[NH:16]1 |f:0.1|. Procedure details: To a stirred mixture of 5-aminomethyl-2-(2,6-dioxo-piperidin-3-yl)-isoindole-1,3-dione hydrochloride (0.97 g, 3.00 mmol) and pentanoyl chloride (0.36 g, 3.00 mmol) in MeCN (20 mL), was added DIPEA (1.05 mL, 6.00 mmol) at room temperature under nitrogen. After 1 h, the solvent was removed in vacuo and the residue was dissolved in EtOAc (100 mL). The organic layer was washed with dil. aq. HCl (2×150 mL), water (100 mL), dried (MgSO4) and then concentrated. The crude product was purified by column ... Reactants: C1(CCCCC1)N=C=NC1CCCCC1 (dicyclohexylcarbodiimide), C(C1=CC=CC=C1)(=O)CCC(=O)O (3-benzoylpropionic acid), C1(=CC=CC=C1)N1[C@H]2[C@H](C=3C=CC=CC13)CNCC2 (trans-5-phenyl-2,3,4,4a,5,9b-hexahydro-1H-pyrido[4,3-b]indole). Solvent: ClCCl (dichloromethane). Yields the product C(C1=CC=CC=C1)(=O)CCC(=O)N1C[C@@H]2[C@H](N(C=3C=CC=CC23)C2=CC=CC=C2)CC1 (trans-2-[(3-benzoyl)propionyl]-5-phenyl-2,3,4,4a,5,9b-hexahydro-1H-pyrido[4,3-b]indole). RXN SMILES: C1(N=C=NC2CCCCC2)CCCCC1.[C:16]([CH2:24][CH2:25][C:26]([OH:28])=O)(=[O:23])[C:17]1[CH:22]=[CH:21][CH:20]=[CH:19][CH:18]=1.[C:29]1([N:35]2[C:43]3[CH:42]=[CH:41][CH:40]=[CH:39][C:38]=3[C@@H:37]3[CH2:44][NH:45][CH2:46][CH2:47][C@@H:36]23)[CH:34]=[CH:33][CH:32]=[CH:31][CH:30]=1>ClCCl>[C:16]([CH2:24][CH2:25][C:26]([N:45]1[CH2:46][CH2:47][C@H:36]2[N:35]([C:29]3[CH:30]=[CH:31][CH:32]=[CH:33][CH:34]=3)[C:43]3[CH:42]=[CH:41][CH:40]=[CH:39][C:38]=3[C@@H:37]2[CH2:44]1)=[O:28])(=[O:23])[C:17]1[CH:18]=[CH:19][CH:20]=[CH:21][CH:22]=1. Reported procedure: To the suspension arising from the admixture of 865 mg. (4.20 mmole) of dicyclohexylcarbodiimide and 748 mg. (4.20 mmole) of 3-benzoylpropionic acid in 30 ml. of dichloromethane at 0° C. was added 1.0 g. (4.0 mmole) of dl-trans-5-phenyl-2,3,4,4a,5,9b-hexahydro-1H-pyrido[4,3-b]indole in 10 ml. of the same solvent. The resulting mixture was stirred and allowed to warm to room temperature over 2 hours. After cooling again to 0° C. the reaction mixture was filtered, washed with dichloromethane and t... Starting materials: CC(C)(C)OC(=O)CN1CCN(C(=O)OCc2ccccc2)CC1=O, CO, CC(=O)O, [H][H], [Pd]. Product: CC(C)(C)OC(=O)CN1CCNCC1=O. RXN SMILES: [CH2:1]([O:2][C:3](=[O:4])[N:11]1[CH2:12][C:13](=[O:25])[N:14]([CH2:17][C:18](=[O:19])[O:20][C:21]([CH3:22])([CH3:23])[CH3:24])[CH2:15][CH2:16]1)[c:5]1[cH:6][cH:7][cH:8][cH:9][cH:10]1.[CH3:28][OH:29].[CH3:30][C:31](=[O:32])[OH:33].[H:26][H:27].[Pd:34]>>[NH:11]1[CH2:12][C:13](=[O:25])[N:14]([CH2:17][C:18](=[O:19])[O:20][C:21]([CH3:22])([CH3:23])[CH3:24])[CH2:15][CH2:16]1. Reactants: O=C([O-])[O-], CC(C)CCN, CCCCCC, CS(C)=O, [K+], [K+], O, ClCCOc1ccc2ccccc2c1, c1ccccc1. Product: CC(C)CCNCCOc1ccc2ccccc2c1. RXN SMILES: [C:1](=[O:2])([O-:3])[O-:4].[CH2:7]([CH2:8][CH:9]([CH3:10])[CH3:11])[NH2:12].[CH3:27][CH2:28][CH2:29][CH2:30][CH2:31][CH3:32].[CH3:39][S:40]([CH3:41])=[O:42].[K+:5].[K+:6].[OH2:43].[cH:13]1[c:14]([O:23][CH2:24][CH2:25][Cl:26])[cH:15][cH:16][c:17]2[cH:18][cH:19][cH:20][cH:21][c:22]12.[cH:33]1[cH:34][cH:35][cH:36][cH:37][cH:38]1>>[CH2:7]([CH2:8][CH:9]([CH3:10])[CH3:11])[NH:12][CH2:25][CH2:24][O:23][c:14]1[cH:13][c:22]2[c:17]([cH:16][cH:15]1)[cH:18][cH:19][cH:20][cH:21]2.